Dataset: the Open Reaction Database (ORD), a public repository of structured organic reaction records. Task: describe an organic reaction: reactants, conditions, products, and yield The reactants are FC1=C(C=CC(=C1)F)C(C1=CNC2=C(C=CC=C12)CSC)C1=CC=C(C=C1)F (3-[(2,4-Difluorophenyl)(4-fluorophenyl)methyl]-7-[(methylsulfanyl)methyl]-1H-indole), ClCCl (dichloromethane), ClC1=CC(=CC=C1)C(=O)OO (meta-chloroperbenzoic acid). The solvent is CO (methanol). Reaction conditions: time 2 hour. Yields the product FC1=C(C=CC(=C1)F)C(C1=CNC2=C(C=CC=C12)CS(=O)C)C1=CC=C(C=C1)F (3-[(2,4-Difluorophenyl)(4-fluorophenyl)methyl]-7-[(methylsulfinyl)methyl]-1H-indole). As a reaction SMILES: [F:1][C:2]1[CH:7]=[C:6]([F:8])[CH:5]=[CH:4][C:3]=1[CH:9]([C:22]1[CH:27]=[CH:26][C:25]([F:28])=[CH:24][CH:23]=1)[C:10]1[C:18]2[C:13](=[C:14]([CH2:19][S:20][CH3:21])[CH:15]=[CH:16][CH:17]=2)[NH:12][CH:11]=1.ClCCl.ClC1C=CC=C(C(OO)=[O:40])C=1>CO>[F:1][C:2]1[CH:7]=[C:6]([F:8])[CH:5]=[CH:4][C:3]=1[CH:9]([C:22]1[CH:23]=[CH:24][C:25]([F:28])=[CH:26][CH:27]=1)[C:10]1[C:18]2[C:13](=[C:14]([CH2:19][S:20]([CH3:21])=[O:40])[CH:15]=[CH:16][CH:17]=2)[NH:12][CH:11]=1. Procedure details: 75 mg (0.19 mmol) of the compound from Example 103 were introduced into 14 ml of dichloromethane at 0° C., 47 mg (0.19 mmol) of 70% pure meta-chloroperbenzoic acid were added, and the mixture was stirred at RT for 2 h. 2 ml of methanol were added, and the solution was concentrated. The residue was purified by preparative HPLC (mobile phase: acetonitrile/water gradient). 74 mg (95% of theory) of the title compound were obtained as mixture of diastereomers. The reactants are c1ccc(Cn2cc(-c3cccc4nc(Nc5ccc(OCCN6CCCC6)cc5)nn34)cn2)cc1, CO, Cl, [H][H], [OH-], [OH-], [Pd+2]. Product: c1cc(-c2cn[nH]c2)n2nc(Nc3ccc(OCCN4CCCC4)cc3)nc2c1. As a reaction SMILES: [CH2:1]([c:2]1[cH:3][cH:4][cH:5][cH:6][cH:7]1)[n:8]1[n:9][cH:10][c:11](-[c:13]2[cH:14][cH:15][cH:16][c:17]3[n:18]2[n:19][c:20]([NH:22][c:23]2[cH:24][cH:25][c:26]([O:29][CH2:30][CH2:31][N:32]4[CH2:33][CH2:34][CH2:35][CH2:36]4)[cH:27][cH:28]2)[n:21]3)[cH:12]1.[CH3:40][OH:41].[ClH:37].[H:38][H:39].[OH-:42].[OH-:44].[Pd+2:43]>>[n:8]1[nH:9][cH:10][c:11](-[c:13]2[cH:14][cH:15][cH:16][c:17]3[n:18]2[n:19][c:20]([NH:22][c:23]2[cH:24][cH:25][c:26]([O:29][CH2:30][CH2:31][N:32]4[CH2:33][CH2:34][CH2:35][CH2:36]4)[cH:27][cH:28]2)[n:21]3)[cH:12]1. Reactants: CCOC(=O)CCCc1cccc(OCOC)c1, CCO, Cl. The product is CCOC(=O)CCCc1cccc(O)c1. Reaction SMILES: [CH3:1][O:2][CH2:3][O:4][c:5]1[cH:6][c:7]([CH2:11][CH2:12][CH2:13][C:14](=[O:15])[O:16][CH2:17][CH3:18])[cH:8][cH:9][cH:10]1.[CH3:20][CH2:21][OH:22].[ClH:19]>>[OH:4][c:5]1[cH:6][c:7]([CH2:11][CH2:12][CH2:13][C:14](=[O:15])[O:16][CH2:17][CH3:18])[cH:8][cH:9][cH:10]1. Reactants: C(C)(C)(C)OC(CC(CO)NC(=O)OCC=C)=O (3-allyloxycarbonylamino-4-hydroxy-butyric acid tert-butyl ester), C(C=C)OC(NC1C(OC(C1)=O)OCCC1=CC=CC=C1)=O ((5-oxo-2-phenethyloxy-tetrahydro-furan-3-yl)-carbamic acid allyl ester), C1(CCCC1)CO (cyclopentylmethanol). The product is C(C=C)OC(NC1C(OC(C1)=O)OCC1CCCC1)=O ((2-cyclopentylmethoxy-5-oxo-tetrahydro-furan-3-yl)-carbamic acid allyl ester). RXN SMILES: C(OC(=O)CC(NC(OCC=C)=O)CO)(C)(C)C.[CH2:19]([O:22][C:23](=[O:40])[NH:24][CH:25]1[CH2:29][C:28](=[O:30])[O:27][CH:26]1[O:31][CH2:32][CH2:33][C:34]1[CH:39]=[CH:38][CH:37]=CC=1)[CH:20]=[CH2:21].C1(CO)CCCC1>>[CH2:19]([O:22][C:23](=[O:40])[NH:24][CH:25]1[CH2:29][C:28](=[O:30])[O:27][CH:26]1[O:31][CH2:32][CH:33]1[CH2:34][CH2:39][CH2:38][CH2:37]1)[CH:20]=[CH2:21]. Reported procedure: Prepared from 3-allyloxycarbonylamino-4-hydroxy-butyric acid tert-butyl ester as described for compound 40 using cyclopentylmethanol (6.5 mL, 60 mmol) to afford 2.98 grams (52% total yield) of the title compound as a mixture of epimers. Purification provided 0.97 grams (17% yield) of the 4(S), 5(R) as a colorless oil. 1H NMR (500 MHz, CDCl3) δ 1.19 (m, 2H), 1.54 (m, 4H), 1.71 (m, 2H), 2.16 (m, 1H), 2.44 (dd, J=17.2, 10.4 Hz, 1H), 2.82 (dd, J=17.2, 8.4 Hz, 1H), 3.44 (dd, J=9.3, 7.2 Hz, 1H), 3.71 ... The reactants are CON=C(C(=O)OC)c1ccccc1COC=NOCc1ccccc1, CN, CO, O. Product: CNC(=O)C(=NOC)c1ccccc1COC=NOCc1ccccc1. Reaction SMILES: [CH2:1]([c:2]1[cH:3][cH:4][cH:5][cH:6][cH:7]1)[O:8][N:9]=[CH:10][O:11][CH2:12][c:13]1[c:14]([C:19]([C:20]([O:22][CH3:21])=[O:23])=[N:24][O:25][CH3:26])[cH:15][cH:16][cH:17][cH:18]1.[CH3:27][NH2:28].[CH3:30][OH:31].[OH2:29]>>[CH2:1]([c:2]1[cH:3][cH:4][cH:5][cH:6][cH:7]1)[O:8][N:9]=[CH:10][O:11][CH2:12][c:13]1[c:14]([C:19]([C:20](=[O:22])[NH:28][CH3:27])=[N:24][O:25][CH3:26])[cH:15][cH:16][cH:17][cH:18]1. Starting materials: CC(C#N)CC1(c2ccc(F)cc2)CCN(C(C)c2ccc(Br)cc2)C(=O)O1, C1CCOC1, CI, C[Si](C)(C)[N-][Si](C)(C)C, [Li+]. The product is CC(c1ccc(Br)cc1)N1CCC(CC(C)(C)C#N)(c2ccc(F)cc2)OC1=O. RXN SMILES: [Br:1][c:2]1[cH:3][cH:4][c:5]([CH:8]([CH3:9])[N:10]2[C:11](=[O:28])[O:12][C:13]([c:16]3[cH:17][cH:18][c:19]([F:22])[cH:20][cH:21]3)([CH2:23][CH:24]([C:25]#[N:26])[CH3:27])[CH2:14][CH2:15]2)[cH:6][cH:7]1.[CH2:41]1[O:42][CH2:43][CH2:44][CH2:45]1.[CH3:29][I:30].[CH3:32][Si:33]([N-:34][Si:35]([CH3:36])([CH3:37])[CH3:38])([CH3:39])[CH3:40].[Li+:31]>>[Br:1][c:2]1[cH:3][cH:4][c:5]([CH:8]([CH3:9])[N:10]2[C:11](=[O:28])[O:12][C:13]([c:16]3[cH:17][cH:18][c:19]([F:22])[cH:20][cH:21]3)([CH2:23][C:24]([C:25]#[N:26])([CH3:27])[CH3:32])[CH2:14][CH2:15]2)[cH:6][cH:7]1. Reactants: C[SiH](C)OC1=CC(C(C)(C)C)CC1=O, [Li]CCCC, CCCCP(CCCC)CCCC, CCCC[Sn](Cl)(CCCC)CCCC, CN(C)P(=O)(N(C)C)N(C)C, [I-], CCCCCC#CCI, C1CCOC1. Reaction SMILES: [C:20]([CH3:21])([CH3:22])([CH3:23])[CH:24]1[CH:25]=[C:26]([O:30][SiH:31]([CH3:32])[CH3:33])[C:27](=[O:29])[CH2:28]1.[CH2:15]([CH2:16][CH2:17][CH3:18])[Li:19].[CH2:2]([P:3]([CH2:4][CH2:5][CH2:6][CH3:7])[CH2:8][CH2:9][CH2:10][CH3:11])[CH2:12][CH2:13][CH3:14].[CH2:34]([Sn:35]([Cl:36])([CH2:37][CH2:38][CH2:39][CH3:40])[CH2:41][CH2:42][CH2:43][CH3:44])[CH2:45][CH2:46][CH3:47].[CH3:62][N:63]([CH3:64])[P:65](=[O:66])([N:67]([CH3:68])[CH3:69])[N:70]([CH3:71])[CH3:72].[I-:1].[I:48][CH2:49][C:50]#[C:51][CH2:52][CH2:53][CH2:54][CH2:55][CH3:56].[O:57]1[CH2:58][CH2:59][CH2:60][CH2:61]1>>[CH2:15]([CH2:16][CH2:17][CH3:18])[CH:25]1[CH:24]([C:20]([CH3:21])([CH3:22])[CH3:23])[CH2:28][C:27](=[O:29])[C:26]1([O:30][SiH:31]([CH3:32])[CH3:33])[CH2:49][C:50]#[C:51][CH2:52][CH2:53][CH2:54][CH2:55][CH3:56]. Yields the product CCCCCC#CCC1(O[SiH](C)C)C(=O)CC(C(C)(C)C)C1CCCC. The reactants are BrC=1C=CC(=C(C(=O)OC(C)(C)C)C1)F (tert-butyl 5-bromo-2-fluorobenzoate), C(C)(C)(C)P(C1=C(C=CC=C1)C1=C(C=CC=C1)C)C(C)(C)C (2-(di-tert-butylphosphino)-2′-methylbiphenyl), P(=O)([O-])([O-])[O-].[K+].[K+].[K+] (tripotassium phosphate), [N+](=O)([O-])CCC (1-nitropropane). Reagents/catalysts: C=1C=CC(=CC1)/C=C/C(=O)/C=C/C2=CC=CC=C2.C=1C=CC(=CC1)/C=C/C(=O)/C=C/C2=CC=CC=C2.C=1C=CC(=CC1)/C=C/C(=O)/C=C/C2=CC=CC=C2.[Pd].[Pd] (tris(dibenzylideneacetone)dipalladium). The solvent is C(OC)COC (dimethoxyethane). Run at time 1 minute. Product: FC1=C(C(=O)OC(C)(C)C)C=C(C=C1)C(CC)[N+](=O)[O-] (Tert-butyl 2-fluoro-5-(1-nitropropyl)benzoate). RXN SMILES: Br[C:2]1[CH:3]=[CH:4][C:5]([F:15])=[C:6]([CH:14]=1)[C:7]([O:9][C:10]([CH3:13])([CH3:12])[CH3:11])=[O:8].C(P(C(C)(C)C)C1C=CC=CC=1C1C=CC=CC=1C)(C)(C)C.P([O-])([O-])([O-])=O.[K+].[K+].[K+].[N+:46]([CH2:49][CH2:50][CH3:51])([O-:48])=[O:47]>C(COC)OC.C1C=CC(/C=C/C(/C=C/C2C=CC=CC=2)=O)=CC=1.C1C=CC(/C=C/C(/C=C/C2C=CC=CC=2)=O)=CC=1.C1C=CC(/C=C/C(/C=C/C2C=CC=CC=2)=O)=CC=1.[Pd].[Pd]>[F:15][C:5]1[CH:4]=[CH:3][C:2]([CH:49]([N+:46]([O-:48])=[O:47])[CH2:50][CH3:51])=[CH:14][C:6]=1[C:7]([O:9][C:10]([CH3:13])([CH3:12])[CH3:11])=[O:8] |f:2.3.4.5,8.9.10.11.12|. Reported procedure: To tert-butyl 5-bromo-2-fluorobenzoate (1.26 g) in dimethoxyethane (22.9 ml) solution, tris(dibenzylideneacetone)dipalladium (0.10 g), 2-(di-tert-butylphosphino)-2′-methylbiphenyl (0.14 g), tripotassium phosphate (1.07 g), and 1-nitropropane (0.82 ml) were added, the mixture was stirred at room temperature for 1 minute, then the mixture was stirred under heating and reflux for 15 hours. The insoluble compound was filtered out, then the filtrate was concentrated. The residue was purified by silic... Reactants: ClCCl, COc1ccc(C(=O)O)cc1C, O=S(Cl)Cl. The product is COc1ccc(C(=O)O)cc1C, [Cl-]. RXN SMILES: [CH2:17]([Cl:18])[Cl:19].[CH3:1][c:2]1[cH:3][c:4]([C:5](=[O:6])[OH:7])[cH:8][cH:9][c:10]1[O:11][CH3:12].[S:13]([Cl:14])([Cl:15])=[O:16]>>[CH3:1][c:2]1[cH:3][c:4]([C:5](=[O:6])[OH:7])[cH:8][cH:9][c:10]1[O:11][CH3:12].[Cl-:15]. Starting materials: O (Water), C(CCC)[Li] (Butyllithium), FC=1C=CC2=C(C=CO2)C1 (5-fluorobenzofuran), C(CCC)[Sn](CCCC)(CCCC)Cl (Tributyltin chloride). The solvent is C1CCOC1 (THF). Run at temperature 25 celsius. Yields the product C(CCC)[Sn](C=1OC2=C(C1)C=C(C=C2)F)(CCCC)CCCC (tributyl-(5-fluorobenzofuran-2-yl)-stannane). Isolated yield 22.5%. As a reaction SMILES: C([Li])CCC.[F:6][C:7]1[CH:8]=[CH:9][C:10]2[O:14][CH:13]=[CH:12][C:11]=2[CH:15]=1.[CH2:16]([Sn:20](Cl)([CH2:25][CH2:26][CH2:27][CH3:28])[CH2:21][CH2:22][CH2:23][CH3:24])[CH2:17][CH2:18][CH3:19].O>C1COCC1>[CH2:25]([Sn:20]([CH2:16][CH2:17][CH2:18][CH3:19])([CH2:21][CH2:22][CH2:23][CH3:24])[C:13]1[O:14][C:10]2[CH:9]=[CH:8][C:7]([F:6])=[CH:15][C:11]=2[CH:12]=1)[CH2:26][CH2:27][CH3:28]. Procedure: Butyllithium (1.5 mL, 2.4 mmol, 1.6 M) was added at −75° C. to a solution of 5-fluorobenzofuran (0.3 g, 2.2 mmol) in THF (10 mL). Tributyltin chloride (0.98 g, 1 mL) was added at −75° C. and the mixture was allowed to warm to 25° C. over a period of 2 hours. Water (25 mL) was added and the aqueous layer was extracted with diethyl ether (2×25 mL). The combined organic extracts were dried over Na2SO4 and concentrated. Silica gel chromatography (pentane) provided tributyl-(5-fluorobenzofuran-2-yl)-...